Dataset: the Open Reaction Database (ORD), a public repository of structured organic reaction records. Task: describe an organic reaction: reactants, conditions, products, and yield Starting materials: Cc1ccccc1, CCOC(C)=O, CI, CCOC(=O)CNc1ccccc1. The product is CCOC(=O)CN(C)c1ccccc1. RXN SMILES: [CH3:16][c:17]1[cH:18][cH:19][cH:20][cH:21][cH:22]1.[CH3:23][CH2:24][O:25][C:26]([CH3:27])=[O:28].[I:14][CH3:15].[c:1]1([NH:7][CH2:8][C:9](=[O:10])[O:11][CH2:12][CH3:13])[cH:2][cH:3][cH:4][cH:5][cH:6]1>>[c:1]1([N:7]([CH2:8][C:9](=[O:10])[O:11][CH2:12][CH3:13])[CH3:15])[cH:2][cH:3][cH:4][cH:5][cH:6]1. Reactants: NC1=CC=C(C=C1)C1=CC(=C2C(=NC=NN21)N)C=2C=CC1=CN(N=C1C2)CC2=CC=CC=C2 (7-(4-amino-phenyl)-5-(2-benzyl-2H-indazol-6-yl)-pyrrolo[2,1-f][1,2,4]triazin-4-ylamine), C(C)(=O)Cl (acetyl chloride). Yields the product NC1=NC=NN2C1=C(C=C2C2=CC=C(C=C2)NC(C)=O)C=2C=CC1=CN(N=C1C2)CC2=CC=CC=C2 (N-{4-[4-Amino-5-(2-benzyl-2H-indazol-6-yl)-pyrrolo[2,1-f][1,2,4]triazin-7-yl]-phenyl}-acetamide). The yield is 10.0%. Reaction SMILES: [NH2:1][C:2]1[CH:7]=[CH:6][C:5]([C:8]2[N:16]3[C:11]([C:12]([NH2:17])=[N:13][CH:14]=[N:15]3)=[C:10]([C:18]3[CH:19]=[CH:20][C:21]4[C:25]([CH:26]=3)=[N:24][N:23]([CH2:27][C:28]3[CH:33]=[CH:32][CH:31]=[CH:30][CH:29]=3)[CH:22]=4)[CH:9]=2)=[CH:4][CH:3]=1.[C:34](Cl)(=[O:36])[CH3:35]>>[NH2:17][C:12]1[C:11]2=[C:10]([C:18]3[CH:19]=[CH:20][C:21]4[C:25]([CH:26]=3)=[N:24][N:23]([CH2:27][C:28]3[CH:29]=[CH:30][CH:31]=[CH:32][CH:33]=3)[CH:22]=4)[CH:9]=[C:8]([C:5]3[CH:6]=[CH:7][C:2]([NH:1][C:34](=[O:36])[CH3:35])=[CH:3][CH:4]=3)[N:16]2[N:15]=[CH:14][N:13]=1. Procedure: Using a procedure similar to that of Example 5 with 7-(4-amino-phenyl)-5-(2-benzyl-2H-indazol-6-yl)-pyrrolo[2,1-f][1,2,4]triazin-4-ylamine and acetyl chloride as starting materials, 17 mg (10%) of the desired product was isolated. 1H NMR (300 MHz, DMSO-d6) δ 8.80 (s, 1 H), 8.05 (d, 2 H), 8.0 (s, 1 H), 7.90 (d, 1 H), 7.70 (s, 1 H), 7.60-7.40 (m, 7 H), 7.25 (d, 1 H), 7.20 (s, 1 H), 5.70 (s, 2 H), 2.1 (s, 3 H); ES-MS m/z 474.23 [M+H]+, HPLC RT (min) 3.01. Reactants: CCN=C=NCCCN(C)C, CCN(C(C)C)C(C)C, Clc1ccccc1OC1CCNC1, Cl, CN(C)C=O, O, On1nnc2ccccc21, O=C(O)CNC(=O)c1cn(-c2ccccc2)cn1. The product is O=C(NCC(=O)N1CCC(Oc2ccccc2Cl)C1)c1cn(-c2ccccc2)cn1. As a reaction SMILES: [CH3:38][CH2:39][N:40]=[C:41]=[N:42][CH2:43][CH2:44][CH2:45][N:46]([CH3:47])[CH3:48].[CH:1]([N:2]([CH2:3][CH3:4])[CH:5]([CH3:6])[CH3:7])([CH3:8])[CH3:9].[Cl:50][c:51]1[c:52]([O:53][CH:54]2[CH2:55][NH:56][CH2:57][CH2:58]2)[cH:59][cH:60][cH:61][cH:62]1.[ClH:49].[O:63]=[CH:64][N:65]([CH3:66])[CH3:67].[OH2:68].[OH:28][n:29]1[c:30]2[c:31]([cH:32][cH:33][cH:34][cH:35]2)[n:36][n:37]1.[c:10]1(-[n:16]2[cH:17][n:18][c:19]([C:21](=[O:22])[NH:23][CH2:24][C:25](=[O:26])[OH:27])[cH:20]2)[cH:11][cH:12][cH:13][cH:14][cH:15]1>>[c:10]1(-[n:16]2[cH:17][n:18][c:19]([C:21](=[O:22])[NH:23][CH2:24][C:25](=[O:27])[N:56]3[CH2:55][CH:54]([O:53][c:52]4[c:51]([Cl:50])[cH:62][cH:61][cH:60][cH:59]4)[CH2:58][CH2:57]3)[cH:20]2)[cH:11][cH:12][cH:13][cH:14][cH:15]1. Reactants: ClC1=C(C(=O)Cl)C=C(C=N1)Cl (2,5-dichloronicotinic acid chloride), CO (methanol). Product: ClC1=C(C(=O)OC)C=C(C=N1)Cl (Methyl 2,5-dichloronicotinate). Yield: 86.0%. Reaction SMILES: [Cl:1][C:2]1[N:10]=[CH:9][C:8]([Cl:11])=[CH:7][C:3]=1[C:4](Cl)=[O:5].[CH3:12][OH:13]>>[Cl:1][C:2]1[N:10]=[CH:9][C:8]([Cl:11])=[CH:7][C:3]=1[C:4]([O:13][CH3:12])=[O:5]. Procedure details: 2,5-dichloronicotinic acid chloride (5.0 g) was dissolved in methanol (30 ml) with stirring under ice cooling and then stirred at room temperature for 30 minutes. The solvent was evaporated under reduced pressure and the residue was dissolved in ether and washed with saturated sodium hydrogen carbonate water solution and brine. The extract was dried over anhydrous magnesium sulphate and filtered. The solvent was evaporated under reduced pressure and the residue was purified by silica gel column ...